This data is from the Open Reaction Database (ORD), a public repository of structured organic reaction records. The task is: describe an organic reaction: reactants, conditions, products, and yield The reactants are CO (MeOH), CCCCCC (hexane), C(C1=CC=CC=C1)C(COCCOCCOCCOCCOCCOCCOCCO)O (Benzyloctaethylene glycol), CO (MeOH), crude product, CCCCCC (hexane). Reagents/catalysts: [Pd] (Pd/C). The solvent is CC(C)(C)OC (TBME). Conditions: time 17 hour. Product: C(COCCOCCOCCOCCOCCOCCOCCO)O (octaethylene glycol). Isolated yield 51.0%. Reaction SMILES: CO.C([CH:10]([OH:34])[CH2:11][O:12][CH2:13][CH2:14][O:15][CH2:16][CH2:17][O:18][CH2:19][CH2:20][O:21][CH2:22][CH2:23][O:24][CH2:25][CH2:26][O:27][CH2:28][CH2:29][O:30][CH2:31][CH2:32][OH:33])C1C=CC=CC=1.CCCCCC>[Pd].CC(OC)(C)C>[CH2:32]([OH:33])[CH2:31][O:30][CH2:29][CH2:28][O:27][CH2:26][CH2:25][O:24][CH2:23][CH2:22][O:21][CH2:20][CH2:19][O:18][CH2:17][CH2:16][O:15][CH2:14][CH2:13][O:12][CH2:11][CH2:10][OH:34]. Procedure details: 10% Pd/C (11.2 g) was added to MeOH (50 mL) at −15° C. in hydrogenation bottle under agron. BnO-dPEG8-OH (69.0 g, 0.15 mole) was added to the bottle along with MeOH (150 mL). The bottle was placed on the Parr shaker for 17 h at 50 psi of H2. The reaction was monitored by tlc on silica gel plates, eluting with 10% MeOH/CH2Cl2. The reaction is about 50% complete. The reaction was worked up. The reaction mixture was filter through glass fiber, used MeOH as needed to make a clean transfer. The filtr... The reactants are CC[SiH](CC)CC, CCC(O)c1cc(F)cc2c1c(Sc1ccc(Cl)cc1)c1n2CCC1CC(=O)O, ClCCl, O=C(O)C(F)(F)F. The product is CCCc1cc(F)cc2c1c(Sc1ccc(Cl)cc1)c1n2CCC1CC(=O)O. RXN SMILES: [CH2:37]([SiH:38]([CH2:39][CH3:40])[CH2:41][CH3:42])[CH3:43].[Cl:1][c:2]1[cH:3][cH:4][c:5]([S:8][c:9]2[c:10]3[n:11]([c:12]4[cH:13][c:14]([F:22])[cH:15][c:16]([CH:18]([CH2:19][CH3:20])[OH:21])[c:17]24)[CH2:23][CH2:24][CH:25]3[CH2:26][C:27](=[O:28])[OH:29])[cH:6][cH:7]1.[Cl:44][CH2:45][Cl:46].[OH:30][C:31]([C:32]([F:33])([F:34])[F:35])=[O:36]>>[Cl:1][c:2]1[cH:3][cH:4][c:5]([S:8][c:9]2[c:10]3[n:11]([c:12]4[cH:13][c:14]([F:22])[cH:15][c:16]([CH2:18][CH2:19][CH3:20])[c:17]24)[CH2:23][CH2:24][CH:25]3[CH2:26][C:27](=[O:28])[OH:29])[cH:6][cH:7]1. Starting materials: FC=1C=C(C=CC1F)C1=NOC(C1)COC1=NOC=C1 ((5RS)-3-(3,4-Difluorophenyl)-5-isoxazol-3-yloxymethyl-4,5-dihydroisoxazole), N1N=CN=C1 (1,2,4-triazole). Yields the product FC=1C=C(C=CC1N1N=CN=C1)C1=NOC(C1)COC1=NOC=C1 ((5RS)-3-(3-Fluoro-4-(1,2,4-triazol-1-yl)phenyl)-5-isoxazol-3-yloxymethyl-4,5-dihydroisoxazole). Reaction SMILES: [F:1][C:2]1[CH:3]=[C:4]([C:9]2[CH2:13][CH:12]([CH2:14][O:15][C:16]3[CH:20]=[CH:19][O:18][N:17]=3)[O:11][N:10]=2)[CH:5]=[CH:6][C:7]=1F.[NH:21]1[CH:25]=[N:24][CH:23]=[N:22]1>>[F:1][C:2]1[CH:3]=[C:4]([C:9]2[CH2:13][CH:12]([CH2:14][O:15][C:16]3[CH:20]=[CH:19][O:18][N:17]=3)[O:11][N:10]=2)[CH:5]=[CH:6][C:7]=1[N:21]1[CH:25]=[N:24][CH:23]=[N:22]1. Reported procedure: (5RS)-3-(3,4-Difluorophenyl)-5-isoxazol-3-yloxymethyl-4,5-dihydroisoxazole (140 mg, 0.5 mM) was treated with 1,2,4-triazole using essentially the conditions of Example 5. Crude product was chromatographed on a 5 g silica Mega Bond Elut® column, eluting with a gradient from 0–25% ethyl acetate in dichloromethane. Relevant fractions were combined to give the desired product (45 mg). MS (ESP): 330 (MH+) for C15H12FN5O3